From a dataset of the Open Reaction Database (ORD), a public repository of structured organic reaction records. describe an organic reaction: reactants, conditions, products, and yield Reactants: CC=1N=CSC1 (4-methylthiazole), FC(C(=O)C=1SC=CN1)(F)F (2-trifluoroacetylthiazole). The product is CC=1N=C(SC1)C(C(F)(F)F)(O)C=1SC=CN1 (1-(4-Methyl-2-thiazolyl)-1-(2-thiazolyl)-2,2,2-tri-fluoroethanol). Reaction SMILES: [CH3:1][C:2]1[N:3]=[CH:4][S:5][CH:6]=1.[F:7][C:8]([F:17])([F:16])[C:9]([C:11]1[S:12][CH:13]=[CH:14][N:15]=1)=[O:10]>>[CH3:1][C:2]1[N:3]=[C:4]([C:9]([C:11]2[S:12][CH:13]=[CH:14][N:15]=2)([OH:10])[C:8]([F:17])([F:16])[F:7])[S:5][CH:6]=1. Reported procedure: From 4-methylthiazole and 2-trifluoroacetylthiazole using the general method of Example 6.